From a dataset of the Open Reaction Database (ORD), a public repository of structured organic reaction records. describe an organic reaction: reactants, conditions, products, and yield The reactants are O=C(C)C=C(C)C (mesityl oxide), sulfonic acid, C(C)(C)(CC)OO (t-amyl hydroperoxide). The solvent is CCCCCC (Hexane). Reaction conditions: temperature 40 celsius, time 1 hour. The product is CC(C)(CC(C)=O)OOC(C)(C)CC (2-METHYL-2-(t-AMYLPEROXY)-4-PENTANONE). RXN SMILES: [O:1]=[C:2]([CH:4]=[C:5]([CH3:7])[CH3:6])[CH3:3].[C:8]([O:13][OH:14])([CH2:11][CH3:12])([CH3:10])[CH3:9]>CCCCCC>[CH3:6][C:5]([O:14][O:13][C:8]([CH2:11][CH3:12])([CH3:10])[CH3:9])([CH2:4][C:2](=[O:1])[CH3:3])[CH3:7]. Reported procedure: A reaction mixture of 11.8 g (0.12 mole) of mesityl oxide, 30 g of Amberlyst 15® sulfonic acid type ion-exchange resin, and 15.6 g (0.15 mole) of 89% t-amyl hydroperoxide was stirred at 25°-30° C. for 20 hours and at 40° C. for 1 hour. Hexane was added and the ion-exchange resin separated by filtration. The filtrate was washed with sodium bisulfite solution and with water and the organic layer dried over anhydrous magnesium sulfate. The hexane solvent was removed under reduced pressure and the 1... Starting materials: FC1=CC=C(C=N1)C=1SC2=C(N1)C=C(C=C2)OC (2-(6-fluoropyridin-3-yl)-5-methoxy-1,3-benzothiazole), CN (methylamine), O (Water), ClCCl (dichloromethane). Solvent: C(C)O (ethanol). Run at temperature 100 celsius. The product is COC=1C=CC2=C(N=C(S2)C=2C=CC(=NC2)NC)C1 (5-(5-Methoxy-1,3-benzothiazol-2-yl)-N-methylpyridin-2-amine). RXN SMILES: F[C:2]1[N:7]=[CH:6][C:5]([C:8]2[S:9][C:10]3[CH:16]=[CH:15][C:14]([O:17][CH3:18])=[CH:13][C:11]=3[N:12]=2)=[CH:4][CH:3]=1.[CH3:19][NH2:20].O.ClCCl>C(O)C>[CH3:18][O:17][C:14]1[CH:15]=[CH:16][C:10]2[S:9][C:8]([C:5]3[CH:4]=[CH:3][C:2]([NH:20][CH3:19])=[N:7][CH:6]=3)=[N:12][C:11]=2[CH:13]=1. Procedure: To 2-(6-fluoropyridin-3-yl)-5-methoxy-1,3-benzothiazole (59.2 mg, 0.227 mmol) was added methylamine in ethanol (8 M, 2 mL) and the reaction mixture was heated in a microwave oven at 100° C. for 5 min. Water and dichloromethane were added and the layers separated. The aqueous phase was extracted with dichloromethane (3×). The combined organic phases were washed with water, dried (MgSO4), filtered and the solvent removed in vacuo. The crude material was purified by column chromatography (heptane/E... Starting materials: BrC1=C(C=CC(=C1)Cl)O (2-bromo-4-chlorophenol), FC(CCS(=O)(=O)[O-])(F)F (2,2,2-trifluoroethylmethane sulfonate), [H-].[Na+] (NaH), [Na] (sodium), BrC1=C(C=CC(=C1)Cl)O (2-bromo-4-chlorophenol). Solvent: CN(C)C=O (DMF), CN(C)C=O (DMF). Reaction SMILES: [H-].[Na+].[Br:3][C:4]1[CH:9]=[C:8]([Cl:10])[CH:7]=[CH:6][C:5]=1[OH:11].[Na].[F:13][C:14]([F:22])([F:21])[CH2:15]CS([O-])(=O)=O>CN(C=O)C>[Br:3][C:4]1[CH:9]=[C:8]([Cl:10])[CH:7]=[CH:6][C:5]=1[O:11][CH2:15][C:14]([F:22])([F:21])[F:13] |f:0.1,^1:11|. The product is BrC1=C(C=CC(=C1)Cl)OCC(F)(F)F (2-Bromo-4-chloro(2,2,2-trifluoroethoxy)benzene). Procedure: To a stirred cold (0° C.) suspension of oil free NaH (0.12 mol, 4.8 g of 60% NaH in mineral oil) in anhydrous DMF (50 mL), a solution of 2-bromo-4-chlorophenol in DMF (50 mL) was added over 30 minutes under nitrogen. The resultant gray suspension of the sodium salt of 2-bromo-4-chlorophenol was treated with neat 2,2,2-trifluoroethylmethane sulfonate (21.4 g, 0.12 mol). The stirred mixture was heated at reflux temperature for 2-3 days. The mixture was cooled in an ice water bath and extracted wit...